This data is from the Open Reaction Database (ORD), a public repository of structured organic reaction records. The task is: describe an organic reaction: reactants, conditions, products, and yield The reactants are ClC1=CC=C(C=C1)C1=C(C=2N(N=C1)C(NN2)=O)C2=CC=C(C=C2)Cl (7,8-bis(4-chlorophenyl)-[1,2,4]triazolo[4,3-b]pyridazin-3(2H)-one), ClCC(=O)NC1=CC=C(C=C1)C(F)(F)F (2-chloro-N-(4-(trifluoromethyl)phenyl)acetamide), C(=O)([O-])[O-].[K+].[K+] (K2CO3). Solvent: CN(C)C=O (DMF), C(C)(=O)OCC (ethyl acetate). Reaction conditions: temperature 80 celsius. The product is ClC1=CC=C(C=C1)C1=C(C=2N(N=C1)C(N(N2)CC(=O)NC2=CC=C(C=C2)C(F)(F)F)=O)C2=CC=C(C=C2)Cl (2-(7,8-bis(4-chlorophenyl)-3-oxo-[1,2,4]triazolo[4,3-b]pyridazin-2(3H)-yl)-N-(4-(trifluoromethyl)phenyl)acetamide). The yield is 81.0%. Reaction SMILES: [Cl:1][C:2]1[CH:7]=[CH:6][C:5]([C:8]2[CH:13]=[N:12][N:11]3[C:14](=[O:17])[NH:15][N:16]=[C:10]3[C:9]=2[C:18]2[CH:23]=[CH:22][C:21]([Cl:24])=[CH:20][CH:19]=2)=[CH:4][CH:3]=1.Cl[CH2:26][C:27]([NH:29][C:30]1[CH:35]=[CH:34][C:33]([C:36]([F:39])([F:38])[F:37])=[CH:32][CH:31]=1)=[O:28].C([O-])([O-])=O.[K+].[K+]>CN(C=O)C.C(OCC)(=O)C>[Cl:1][C:2]1[CH:7]=[CH:6][C:5]([C:8]2[CH:13]=[N:12][N:11]3[C:14](=[O:17])[N:15]([CH2:26][C:27]([NH:29][C:30]4[CH:35]=[CH:34][C:33]([C:36]([F:37])([F:38])[F:39])=[CH:32][CH:31]=4)=[O:28])[N:16]=[C:10]3[C:9]=2[C:18]2[CH:23]=[CH:22][C:21]([Cl:24])=[CH:20][CH:19]=2)=[CH:4][CH:3]=1 |f:2.3.4|. Procedure details: A solution of 7,8-bis(4-chlorophenyl)-[1,2,4]triazolo[4,3-b]pyridazin-3(2H)-one, (30 mg, 0.084 mmol), prepared as described in Example 1, 2-chloro-N-(4-(trifluoromethyl)phenyl)acetamide (22 mg, 0.092 mmol), K2CO3 (35 mg, 0.25 mmol) in DMF (1 ml), was heated at 80° C. for 1 hour. After this time, the solution was cooled to RT and diluted with ethyl acetate. The resultant solution was then washed with water. The organic layer was dried over Na2SO4, filtered and concentrated. The crude material was...